This data is from the Open Reaction Database (ORD), a public repository of structured organic reaction records. The task is: describe an organic reaction: reactants, conditions, products, and yield Reactants: Compound 354, FC(C=1C=C(C=C(C1)C(F)(F)F)[C@@H]1[C@@H](N(C(O1)=O)CC1=C(CCC(C1)(C)C)C=1C=C(C=CC1OC)C1=CCC(CC1)C(=O)OC)C)(F)F (methyl 4-(3-(2-(((4S,5R)-5-(3,5-bis(trifluoromethyl)phenyl)-4-methyl-2-oxooxazolidin-3-yl)methyl)-4,4-dimethylcyclohex-1-enyl)-4-methoxyphenyl)cyclohex-3-enecarboxylate), Cl (HCl), [OH-].[Li+] (Lithium hydroxide). Solvent: O1CCOCC1.O (dioxan water), CCOC(=O)C (EtOAc). Conditions: time 5 hour. The product is FC(C=1C=C(C=C(C1)C(F)(F)F)[C@@H]1[C@@H](N(C(O1)=O)CC1=C(CCC(C1)(C)C)C=1C=C(C=CC1OC)C1=CCC(CC1)C(=O)O)C)(F)F (4-(3-(2-(((4S,5R)-5-(3,5-bis(trifluoromethyl)phenyl)-4-methyl-2-oxooxazolidin-3-yl)methyl)-4,4-dimethylcyclohex-1-enyl)-4-methoxyphenyl)cyclohex-3-enecarboxylic acid). RXN SMILES: [F:1][C:2]([F:48])([F:47])[C:3]1[CH:4]=[C:5]([C@H:13]2[O:17][C:16](=[O:18])[N:15]([CH2:19][C:20]3[CH2:25][C:24]([CH3:27])([CH3:26])[CH2:23][CH2:22][C:21]=3[C:28]3[CH:29]=[C:30]([C:36]4[CH2:41][CH2:40][CH:39]([C:42]([O:44]C)=[O:43])[CH2:38][CH:37]=4)[CH:31]=[CH:32][C:33]=3[O:34][CH3:35])[C@H:14]2[CH3:46])[CH:6]=[C:7]([C:9]([F:12])([F:11])[F:10])[CH:8]=1.[OH-].[Li+].Cl>O1CCOCC1.O.CCOC(C)=O>[F:48][C:2]([F:1])([F:47])[C:3]1[CH:4]=[C:5]([C@H:13]2[O:17][C:16](=[O:18])[N:15]([CH2:19][C:20]3[CH2:25][C:24]([CH3:27])([CH3:26])[CH2:23][CH2:22][C:21]=3[C:28]3[CH:29]=[C:30]([C:36]4[CH2:41][CH2:40][CH:39]([C:42]([OH:44])=[O:43])[CH2:38][CH:37]=4)[CH:31]=[CH:32][C:33]=3[O:34][CH3:35])[C@H:14]2[CH3:46])[CH:6]=[C:7]([C:9]([F:11])([F:10])[F:12])[CH:8]=1 |f:1.2,4.5|. Reported procedure: According to the same method as the synthesis of Compound 354, the obtained methyl 4-(3-(2-(((4S,5R)-5-(3,5-bis(trifluoromethyl)phenyl)-4-methyl-2-oxooxazolidin-3-yl)methyl)-4,4-dimethylcyclohex-1-enyl)-4-methoxyphenyl)cyclohex-3-enecarboxylate was dissolved in dioxan/water (5 mL, v/v 2:1). Lithium hydroxide (10 mg) was added dropwise to the obtained solution at room temperature, and stirred at room temperature for 5 hours. After the completion of the reaction, the reaction mixture was acidified...